This data is from the Open Reaction Database (ORD), a public repository of structured organic reaction records. The task is: describe an organic reaction: reactants, conditions, products, and yield Reactants: CC(C)(C(=O)Nc1ccc(Cl)cc1C(=O)c1ccccc1)c1cc(C(F)(F)F)cc(C(F)(F)F)c1, CI, CN(C)C=O, [H-], [Na+]. Product: CN(C(=O)C(C)(C)c1cc(C(F)(F)F)cc(C(F)(F)F)c1)c1ccc(Cl)cc1C(=O)c1ccccc1. As a reaction SMILES: [C:1]([c:2]1[cH:3][cH:4][cH:5][cH:6][cH:7]1)(=[O:8])[c:9]1[c:10]([NH:16][C:17]([C:18]([CH3:19])([CH3:20])[c:21]2[cH:22][c:23]([C:31]([F:32])([F:33])[F:34])[cH:24][c:25]([C:27]([F:28])([F:29])[F:30])[cH:26]2)=[O:35])[cH:11][cH:12][c:13]([Cl:15])[cH:14]1.[CH3:38][I:39].[CH3:40][N:41]([CH3:42])[CH:43]=[O:44].[H-:36].[Na+:37]>>[C:1]([c:2]1[cH:3][cH:4][cH:5][cH:6][cH:7]1)(=[O:8])[c:9]1[c:10]([N:16]([C:17]([C:18]([CH3:19])([CH3:20])[c:21]2[cH:22][c:23]([C:31]([F:32])([F:33])[F:34])[cH:24][c:25]([C:27]([F:28])([F:29])[F:30])[cH:26]2)=[O:35])[CH3:38])[cH:11][cH:12][c:13]([Cl:15])[cH:14]1. The reactants are C(C1=CC=CC=C1)(=O)NC1=CC=C(C=C1)C1=CC=C2CN(C(C2=C1)=O)[C@H](C(=O)OC)C(C)C ((S)-Methyl 2-(6-(4-benzamidophenyl)-1-oxoisoindolin-2-yl)-3-methylbutanoate), NC1=CC=C(C=C1)C1=CC=C2CN(C(C2=C1)=O)C1(CCC1)C(=O)OC (Methyl 1-(6-(4-aminophenyl)-1-oxoisoindolin-2-yl)cyclobutanecarboxylate), ClC1=CC=C(C(=O)Cl)C=C1 (4-chloro benzoyl chloride). Product: ClC1=CC=C(C(=O)NC2=CC=C(C=C2)C2=CC=C3CN(C(C3=C2)=O)C2(CCC2)C(=O)OC)C=C1 (Methyl 1-(6-(4-(4-chlorobenzamido)phenyl)-1-oxoisoindolin-2-yl)cyclobutane carboxylate). Yield: 96.0%. RXN SMILES: C(NC1C=CC(C2C=C3C(CN([C@@H](C(C)C)C(OC)=O)C3=O)=CC=2)=CC=1)(=O)C1C=CC=CC=1.[NH2:34][C:35]1[CH:40]=[CH:39][C:38]([C:41]2[CH:49]=[C:48]3[C:44]([CH2:45][N:46]([C:51]4([C:55]([O:57][CH3:58])=[O:56])[CH2:54][CH2:53][CH2:52]4)[C:47]3=[O:50])=[CH:43][CH:42]=2)=[CH:37][CH:36]=1.[Cl:59][C:60]1[CH:68]=[CH:67][C:63]([C:64](Cl)=[O:65])=[CH:62][CH:61]=1>>[Cl:59][C:60]1[CH:68]=[CH:67][C:63]([C:64]([NH:34][C:35]2[CH:36]=[CH:37][C:38]([C:41]3[CH:49]=[C:48]4[C:44]([CH2:45][N:46]([C:51]5([C:55]([O:57][CH3:58])=[O:56])[CH2:52][CH2:53][CH2:54]5)[C:47]4=[O:50])=[CH:43][CH:42]=3)=[CH:39][CH:40]=2)=[O:65])=[CH:62][CH:61]=1. Reported procedure: The compound of example 577 was prepared analogous to compound of example 97 by reaction of compound of example 574 with 4-chloro benzoyl chloride. Starting materials: S1C(=CC=C1)CC(=O)Cl (2-thiopheneacetyl chloride), ice, Cl.NCCC(=O)OC (methyl β-alaninate hydrochloride), C(C)(C)N(C(C)C)CC (N,N-diisopropylethylamine), OS(=O)(=O)[O-].[K+] (KHSO4). The solvent is CN(C=O)C (DMF), CN(C=O)C (dimethylformamide), C(C)(=O)OCC (ethyl acetate). Reaction conditions: time 16 hour. Yields the product S1C(=CC=C1)CC(=O)NCCC(=O)OC (N-(2-thienylacetyl)-β-alanine, methyl ester). As a reaction SMILES: Cl.[NH2:2][CH2:3][CH2:4][C:5]([O:7][CH3:8])=[O:6].C(N(CC)C(C)C)(C)C.[S:18]1[CH:22]=[CH:21][CH:20]=[C:19]1[CH2:23][C:24](Cl)=[O:25].OS([O-])(=O)=O.[K+]>CN(C)C=O.C(OCC)(=O)C>[S:18]1[CH:22]=[CH:21][CH:20]=[C:19]1[CH2:23][C:24]([NH:2][CH2:3][CH2:4][C:5]([O:7][CH3:8])=[O:6])=[O:25] |f:0.1,4.5|. Reported procedure: To an ice-bath-cooled solution of 0.45 g (3.2 mmol) of methyl β-alaninate hydrochloride and 1.14 mL of N,N-diisopropylethylamine (DIEA) in 10 mL of dimethylformamide (DMF) was added dropwise a 2 mL DMF solution of 0.51 g (3.2 mmol) of 2-thiopheneacetyl chloride. After 16 hours of stirring at room temperature, the reaction mixture was added to 50 mL of ethyl acetate (EtOAc) and 50 mL of 1M KHSO4, and the resulting layers were separated. The organic layer was washed with 2×50 mL of 1M KHSO4, 2×50 ...